From a dataset of the Open Reaction Database (ORD), a public repository of structured organic reaction records. describe an organic reaction: reactants, conditions, products, and yield Reactants: FC(C(=O)O)(F)F (Trifluoroacetic acid), N1=CC(=CC2=CC=CC=C12)NC([C@H](NC(=O)OC(C)(C)C)CCC1=CC=CC=C1)=O (N-tert-butoxycarbonyl-D-homophenylalanine 3-quinolylamide). Solvent: ClCCl (dichloromethane). Reaction conditions: temperature 0 celsius, time 40 minute. The product is FC(C(=O)O)(F)F.N1=CC(=CC2=CC=CC=C12)NC([C@H](N)CCC1=CC=CC=C1)=O (D-Homophenylalanine 3-Quinolylamide Trifluoroacetate). RXN SMILES: [F:1][C:2]([F:7])([F:6])[C:3]([OH:5])=[O:4].[N:8]1[C:17]2[C:12](=[CH:13][CH:14]=[CH:15][CH:16]=2)[CH:11]=[C:10]([NH:18][C:19](=[O:37])[C@@H:20]([CH2:29][CH2:30][C:31]2[CH:36]=[CH:35][CH:34]=[CH:33][CH:32]=2)[NH:21]C(OC(C)(C)C)=O)[CH:9]=1>ClCCl>[F:1][C:2]([F:7])([F:6])[C:3]([OH:5])=[O:4].[N:8]1[C:17]2[C:12](=[CH:13][CH:14]=[CH:15][CH:16]=2)[CH:11]=[C:10]([NH:18][C:19](=[O:37])[C@@H:20]([CH2:29][CH2:30][C:31]2[CH:36]=[CH:35][CH:34]=[CH:33][CH:32]=2)[NH2:21])[CH:9]=1 |f:3.4|. Procedure: Trifluoroacetic acid (2 mL) was added to a solution of N-tert-butoxycarbonyl-D-homophenylalanine 3-quinolylamide (A, 114 mg) in dichloromethane (2 mL) at 0° C. After stirring at 0° C. for 5 min and at room temperature for 40 min, the reaction mixture was evaporated and coevaporated three times with toluene and diethyl ether in vacuo to afford the title compound (151 mg) as a pale yellow solid. Reported procedure: The above 6-chloro-3-pyridyl 4-ethylphenyl ketone (1.68 g) was dissolved in N-methyl-2-pyrrolidinone (20 ml), and thereto were added benzylalcohol (815 ml) and 60% sodium hydride (275 mg). The mixture was stirred at room temperature for 6 hours, and then at 90° C. for one hour. The reaction mixture was cooled to room temperature, and water was added thereto, and the mixture was extracted with ethyl acetate. The extract was washed with water and subsequently with brine, and dried over sodium sulf... The product is C(C)C1=CC=C(C=C1)C(=O)C=1C=NC(=CC1)OCC1=CC=CC=C1 (6-benzyloxy-3-pyridyl 4-ethylphenyl ketone). Conditions: time 6 hour. Run in CN1C(CCC1)=O (N-methyl-2-pyrrolidinone). RXN SMILES: [CH2:1]([C:3]1[CH:8]=[CH:7][C:6]([C:9]([C:11]2[CH:12]=[N:13][C:14](Cl)=[CH:15][CH:16]=2)=[O:10])=[CH:5][CH:4]=1)[CH3:2].[CH2:18]([OH:25])[C:19]1[CH:24]=[CH:23][CH:22]=[CH:21][CH:20]=1.[H-].[Na+].O>CN1CCCC1=O>[CH2:1]([C:3]1[CH:8]=[CH:7][C:6]([C:9]([C:11]2[CH:12]=[N:13][C:14]([O:25][CH2:18][C:19]3[CH:24]=[CH:23][CH:22]=[CH:21][CH:20]=3)=[CH:15][CH:16]=2)=[O:10])=[CH:5][CH:4]=1)[CH3:2] |f:2.3|. Reactants: O (water), C(C1=CC=CC=C1)O (benzylalcohol), [H-].[Na+] (sodium hydride), C(C)C1=CC=C(C=C1)C(=O)C=1C=NC(=CC1)Cl (6-chloro-3-pyridyl 4-ethylphenyl ketone). The reactants are [Al+3], C1CCOC1, CCOC(=O)c1cnc(N(C)OC)cc1NC(C)C, [H-], [H-], [H-], [H-], [Li+]. The product is CON(C)c1cc(NC(C)C)c(CO)cn1. RXN SMILES: [Al+3:2].[CH2:26]1[O:27][CH2:28][CH2:29][CH2:30]1.[CH:7]([CH3:8])([CH3:9])[NH:10][c:11]1[cH:12][c:13]([N:22]([CH3:23])[O:24][CH3:25])[n:14][cH:15][c:16]1[C:17](=[O:18])[O:19][CH2:20][CH3:21].[H-:1].[H-:4].[H-:5].[H-:6].[Li+:3]>>[CH:7]([CH3:8])([CH3:9])[NH:10][c:11]1[cH:12][c:13]([N:22]([CH3:23])[O:24][CH3:25])[n:14][cH:15][c:16]1[CH2:17][OH:18].